Dataset: the Open Reaction Database (ORD), a public repository of structured organic reaction records. Task: describe an organic reaction: reactants, conditions, products, and yield The reactants are [BH4-], CO, CNc1ccc(Cl)cc1C(=O)c1ccccc1Cl, [Na+]. Product: CNc1ccc(Cl)cc1C(O)c1ccccc1Cl. Reaction SMILES: [BH4-:1].[CH3:21][OH:22].[CH3:3][NH:4][c:5]1[c:6]([C:7](=[O:8])[c:9]2[c:10]([Cl:15])[cH:11][cH:12][cH:13][cH:14]2)[cH:16][c:17]([Cl:20])[cH:18][cH:19]1.[Na+:2]>>[CH3:3][NH:4][c:5]1[c:6]([CH:7]([OH:8])[c:9]2[c:10]([Cl:15])[cH:11][cH:12][cH:13][cH:14]2)[cH:16][c:17]([Cl:20])[cH:18][cH:19]1. The reactants are CCBr, C[SiH](C)OC1CCC(C(C)(C)C)CCCC1=O, ClCc1ccccc1, Cl, I, [Mg], O. Yields the product C[SiH](C)OC1CCC(C(C)(C)C)CCCC1(O)Cc1ccccc1. As a reaction SMILES: [Br:3][CH2:4][CH3:5].[C:14]([CH3:15])([CH3:16])([CH3:17])[CH:18]1[CH2:19][CH2:20][CH:21]([O:27][SiH:28]([CH3:29])[CH3:30])[C:22](=[O:26])[CH2:23][CH2:24][CH2:25]1.[Cl:6][CH2:7][c:8]1[cH:9][cH:10][cH:11][cH:12][cH:13]1.[ClH:31].[I:2].[Mg:1].[OH2:32]>>[CH2:7]([c:8]1[cH:9][cH:10][cH:11][cH:12][cH:13]1)[C:22]1([OH:26])[CH:21]([O:27][SiH:28]([CH3:29])[CH3:30])[CH2:20][CH2:19][CH:18]([C:14]([CH3:15])([CH3:16])[CH3:17])[CH2:25][CH2:24][CH2:23]1.